Task: describe an organic reaction: reactants, conditions, products, and yield. Dataset: the Open Reaction Database (ORD), a public repository of structured organic reaction records The reactants are CC(C)(C)OC(=O)N1CCCN(c2nc3ccccc3n2Cc2ccc(F)cc2)CC1, CCO, CCOCC, I. Yields the product I, Fc1ccc(Cn2c(N3CCCNCC3)nc3ccccc32)cc1. Reaction SMILES: [C:1]([O:2][C:3](=[O:4])[N:8]1[CH2:9][CH2:10][N:11]([c:15]2[n:16][c:17]3[c:18]([n:19]2[CH2:20][c:21]2[cH:22][cH:23][c:24]([F:27])[cH:25][cH:26]2)[cH:28][cH:29][cH:30][cH:31]3)[CH2:12][CH2:13][CH2:14]1)([CH3:5])([CH3:6])[CH3:7].[CH3:32][CH2:33][OH:34].[CH3:36][CH2:37][O:38][CH2:39][CH3:40].[IH:35]>>[IH:35].[NH:8]1[CH2:9][CH2:10][N:11]([c:15]2[n:16][c:17]3[c:18]([n:19]2[CH2:20][c:21]2[cH:22][cH:23][c:24]([F:27])[cH:25][cH:26]2)[cH:28][cH:29][cH:30][cH:31]3)[CH2:12][CH2:13][CH2:14]1. The reactants are CCOP(=O)(OCC)C(CC(=O)OC(C)(C)C)C(=O)O, NC12CC3CC(CC(C3)C1)C2, CC(C)(C)[O-], Cc1ccccc1, [Na+], [Na+], O, Cc1cc(CCC(O)S(=O)(=O)[O-])ccc1-c1ccccc1, O=C(O)CC(O)(CC(=O)O)C(=O)O. The product is NC12CC3CC(CC(C3)C1)C2, Cc1cc(CCC=C(CC(=O)OC(C)(C)C)C(=O)O)ccc1-c1ccccc1. RXN SMILES: [C:23]([CH3:24])([CH3:25])([CH3:26])[O:27][C:28]([CH2:29][CH:30]([C:31](=[O:32])[OH:33])[P:34]([O:35][CH2:36][CH3:37])([O:38][CH2:39][CH3:40])=[O:41])=[O:42].[C:62]12([NH2:72])[CH2:63][CH:64]3[CH2:65][CH:66]([CH2:67][CH:68]([CH2:69]1)[CH2:70]3)[CH2:71]2.[CH3:43][C:44]([CH3:45])([O-:46])[CH3:47].[CH3:74][c:75]1[cH:76][cH:77][cH:78][cH:79][cH:80]1.[Na+:22].[Na+:48].[OH2:73].[OH:1][CH:2]([CH2:3][CH2:4][c:5]1[cH:6][c:7]([CH3:17])[c:8](-[c:11]2[cH:12][cH:13][cH:14][cH:15][cH:16]2)[cH:9][cH:10]1)[S:18]([O-:19])(=[O:20])=[O:21].[OH:49][C:50]([CH2:51][C:52]([C:53](=[O:54])[OH:55])([CH2:56][C:57](=[O:58])[OH:59])[OH:60])=[O:61]>>[C:62]12([NH2:72])[CH2:63][CH:64]3[CH2:65][CH:66]([CH2:67][CH:68]([CH2:69]1)[CH2:70]3)[CH2:71]2.[CH:2]([CH2:3][CH2:4][c:5]1[cH:6][c:7]([CH3:17])[c:8](-[c:11]2[cH:12][cH:13][cH:14][cH:15][cH:16]2)[cH:9][cH:10]1)=[C:30]([CH2:29][C:28]([O:27][C:23]([CH3:24])([CH3:25])[CH3:26])=[O:42])[C:31](=[O:32])[OH:33]. Reactants: BrC1=C(C(=O)N)C=C(C=C1)F (2-bromo-5-fluorobenzamide), COC(C)(N(C)C)OC (N,N-dimethylacetamide dimethyl acetal). Run in CO (methanol). Reaction conditions: temperature 120 celsius. Yields the product BrC1=C(C(=O)N=C(C)N(C)C)C=C(C=C1)F (2-Bromo-N-(1-(dimethylamino)ethylidene)-5-fluorobenzamide). The yield is 75.0%. Reaction SMILES: [Br:1][C:2]1[CH:10]=[CH:9][C:8]([F:11])=[CH:7][C:3]=1[C:4]([NH2:6])=[O:5].CO[C:14](OC)([N:16]([CH3:18])[CH3:17])[CH3:15]>CO>[Br:1][C:2]1[CH:10]=[CH:9][C:8]([F:11])=[CH:7][C:3]=1[C:4]([N:6]=[C:14]([N:16]([CH3:18])[CH3:17])[CH3:15])=[O:5]. Reported procedure: A mixture of 2-bromo-5-fluorobenzamide (9.57 g, 43.89 mmol) and N,N-dimethylacetamide dimethyl acetal (20 ml) was heated under argon at 120° C. for 1.5 h. The methanol formed was collected through a reflux condenser. The reaction mixture was allowed to cool and the excess N,N-dimethylacetamide dimethyl acetal was removed under reduced pressure. The residual oil was crystallized from a mixture of ether (30 ml) and hexane (50 ml) to give 9.51 g (75% yield) of the title material as white crystals. ...